Dataset: the Open Reaction Database (ORD), a public repository of structured organic reaction records. Task: describe an organic reaction: reactants, conditions, products, and yield Starting materials: CC(C)(C)ON=O, CCOC(=O)Cc1ccc(N)c(Oc2cc(Cl)cc(Br)c2)c1F, CCOCC, CC#N, Cl. The product is CCOC(=O)Cc1ccc(Cl)c(Oc2cc(Cl)cc(Br)c2)c1F. RXN SMILES: [C:24]([O:25][N:26]=[O:27])([CH3:28])([CH3:29])[CH3:30].[CH2:1]([CH3:2])[O:3][C:4]([CH2:5][c:6]1[c:7]([F:22])[c:8]([O:13][c:14]2[cH:15][c:16]([Br:21])[cH:17][c:18]([Cl:20])[cH:19]2)[c:9]([NH2:12])[cH:10][cH:11]1)=[O:23].[CH3:32][CH2:33][O:34][CH2:35][CH3:36].[CH3:37][C:38]#[N:39].[ClH:31]>>[CH2:1]([CH3:2])[O:3][C:4]([CH2:5][c:6]1[c:7]([F:22])[c:8]([O:13][c:14]2[cH:15][c:16]([Br:21])[cH:17][c:18]([Cl:20])[cH:19]2)[c:9]([Cl:31])[cH:10][cH:11]1)=[O:23]. Starting materials: C(CCCCCCCCC#CC#CCCCCCCCCCC)(=O)O (10,12-tricosadiynoic acid), CO (methanol), C(Cl)(Cl)Cl (chloroform), MePDA, MePDA. The reagents and catalysts are S(O)(O)(=O)=O (sulfuric acid). The solvent is C(C)O (ethanol). Yields the product C(CCCCCCCCC#CC#CCCCCCCCCCC)(=O)OC (methyl 10,12-tricosadiynoate). As a reaction SMILES: [C:1]([OH:25])(=[O:24])[CH2:2][CH2:3][CH2:4][CH2:5][CH2:6][CH2:7][CH2:8][CH2:9][C:10]#[C:11][C:12]#[C:13][CH2:14][CH2:15][CH2:16][CH2:17][CH2:18][CH2:19][CH2:20][CH2:21][CH2:22][CH3:23].CO.[CH:28](Cl)(Cl)Cl>S(=O)(=O)(O)O.C(O)C>[C:1]([O:25][CH3:28])(=[O:24])[CH2:2][CH2:3][CH2:4][CH2:5][CH2:6][CH2:7][CH2:8][CH2:9][C:10]#[C:11][C:12]#[C:13][CH2:14][CH2:15][CH2:16][CH2:17][CH2:18][CH2:19][CH2:20][CH2:21][CH2:22][CH3:23]. Procedure details: 10,12-tricosadiynoic acid (10 gm., GFS Chemicals) was dissolved in a solution containing 10 ml methanol (HPLC grade) and 10 ml chloroform (HPLC grade). The solution was stirred at room temperature and 10 drops of neat sulfuric acid was added drop wise. The solution was warmed to 100° F. for 2 hour. The reaction mixture was purified using column chromatography. The product (MeTDA) was dried using a Rotovap and the material stored in a chloroform solution. The solid form of MeTDA was very unstable... Starting materials: C(C)(C)(C)OC(=O)N1C(CCC1)CNC=1C=2N(C=CC1)N=C(N2)NC2=CC=C(C=C2)N2CCN(CC2)C (2-({2-[4-(4-Methyl-piperazin-1-yl)-phenylamino]-[1,2,4]triazolo[1,5-a]pyridin-8-ylamino}-methyl)-pyrrolidine-1-carboxylic acid tert-butyl ester), FC(C(=O)O)(F)F (trifluoroacetic acid). Run in ClCCl (dichloromethane). Reaction conditions: time 18 hour. Yields the product CN1CCN(CC1)C1=CC=C(C=C1)NC1=NN2C(C(=CC=C2)NCC2NCCC2)=N1 (N(2)-[4-(4-Methyl-piperazin-1-yl)-phenyl]-N(8)-pyrrolidin-2-ylmethyl-[1,2,4]triazolo[1,5-a]pyridine-2,8-diamine), bis-trifluoroacetic acid. RXN SMILES: C(OC([N:8]1[CH2:12][CH2:11][CH2:10][CH:9]1[CH2:13][NH:14][C:15]1[C:16]2[N:17]([N:21]=[C:22]([NH:24][C:25]3[CH:30]=[CH:29][C:28]([N:31]4[CH2:36][CH2:35][N:34]([CH3:37])[CH2:33][CH2:32]4)=[CH:27][CH:26]=3)[N:23]=2)[CH:18]=[CH:19][CH:20]=1)=O)(C)(C)C.FC(F)(F)C(O)=O>ClCCl>[CH3:37][N:34]1[CH2:35][CH2:36][N:31]([C:28]2[CH:27]=[CH:26][C:25]([NH:24][C:22]3[N:23]=[C:16]4[C:15]([NH:14][CH2:13][CH:9]5[CH2:10][CH2:11][CH2:12][NH:8]5)=[CH:20][CH:19]=[CH:18][N:17]4[N:21]=3)=[CH:30][CH:29]=2)[CH2:32][CH2:33]1. Procedure: 170 c) To a solution of 2-({2-[4-(4-Methyl-piperazin-1-yl)-phenylamino]-[1,2,4]triazolo[1,5-a]pyridin-8-ylamino}-methyl)-pyrrolidine-1-carboxylic acid tert-butyl ester (90.0 mg, 0.178 mmol) in dichloromethane (1 mL) was added trifluoroacetic acid (0.0547 mL, 0.710 mmol). The mixture was stirred at room temperature for 18 hours then the volatiles were evaporated under reduced pressure. Crude N(2)-[4-(4-Methyl-piperazin-1-yl)-phenyl]-N(8)-pyrrolidin-2-ylmethyl-[1,2,4]triazolo[1,5-a]pyridine-2,8-di... The reactants are COc1ccc(Cn2nc(C)c3c(Oc4ncc([N+](=O)[O-])cn4)ccnc32)cc1, CCO. Yields the product COc1ccc(Cn2nc(C)c3c(Oc4ncc(N)cn4)ccnc32)cc1. RXN SMILES: [CH3:1][O:2][c:3]1[cH:4][cH:5][c:6]([CH2:7][n:8]2[n:9][c:10]([CH3:27])[c:11]3[c:12]2[n:13][cH:14][cH:15][c:16]3[O:17][c:18]2[n:19][cH:20][c:21]([N+:24]([O-:25])=[O:26])[cH:22][n:23]2)[cH:28][cH:29]1.[CH3:30][CH2:31][OH:32]>>[CH3:1][O:2][c:3]1[cH:4][cH:5][c:6]([CH2:7][n:8]2[n:9][c:10]([CH3:27])[c:11]3[c:12]2[n:13][cH:14][cH:15][c:16]3[O:17][c:18]2[n:19][cH:20][c:21]([NH2:24])[cH:22][n:23]2)[cH:28][cH:29]1. The reactants are ClC1=C2N=CNC2=NC(=N1)N (6-chloro-9H-purin-2-amine), [H-].[Na+] (NaH), ClCOCC[Si](C)(C)C ((2-(Chloromethoxy)ethyl)trimethylsilane), C[Si](C)(C)CCOCCl (SEMCl). Run in CN(C)C=O (DMF). Reaction conditions: time 1 hour. Yields the product ClC1=C2N=CN(C2=NC(=N1)N)COCC[Si](C)(C)C (6-Chloro-9-((2-(trimethylsilyl)ethoxy)methyl)-9H-purin-2-amine). Isolated yield 58.0%. RXN SMILES: [Cl:1][C:2]1[N:10]=[C:9]([NH2:11])[N:8]=[C:7]2[C:3]=1[N:4]=[CH:5][NH:6]2.[H-].[Na+].Cl[CH2:15][O:16][CH2:17][CH2:18][Si:19]([CH3:22])([CH3:21])[CH3:20]>CN(C=O)C>[Cl:1][C:2]1[N:10]=[C:9]([NH2:11])[N:8]=[C:7]2[C:3]=1[N:4]=[CH:5][N:6]2[CH2:15][O:16][CH2:17][CH2:18][Si:19]([CH3:22])([CH3:21])[CH3:20] |f:1.2|. Reported procedure: A mixture of 6-chloro-9H-purin-2-amine (5.0 g, 29.6 mmol) and NaH (1.43 g, 32.5 mmol) in DMF (30 mL) was stirred at room temperature for 0.5 h. (2-(Chloromethoxy)ethyl)trimethylsilane (SEMCl, CAS Reg. No. 76513-69-4, 4.91 g, 29.6 mmol) was added and the resulting mixture was stirred at room temperature for 1.0 h. It was then filtered and the filtrate was evaporated in vacuo. The residue was purified by silica-gel column chromatography eluting with 3:1 petroleum ether/ethyl acetate to afford 117a... The reactants are C(C)(=O)OCC (Ethyl acetate), ClC1=C(C(=NC=2N1N=C1C=CC=CC21)C)C(C(=O)OC)CCC (methyl 2-(4-chloro-2-methylpyrimido[1,2-b]indazol-3-yl)pentanoate), CC1=CC=C(C=C1)B(O)O (4-methylphenylboronic acid), palladiumtetrakistriphenylphosphine, C(C)(C)N(CC)C(C)C (diisopropylethylamine). Solvent: O.COCCOC (water DME). Conditions: temperature 140 celsius, time 20 minute. Product: CC1=NC=2N(N=C3C=CC=CC23)C(=C1C(C(=O)OC)CCC)C1=CC=C(C=C1)C (methyl 2-(2-methyl-4-p-tolylpyrimido[1,2-b]indazol-3-yl)pentanoate). The yield is 92.1%. RXN SMILES: Cl[C:2]1[N:7]2[N:8]=[C:9]3[C:14]([CH:13]=[CH:12][CH:11]=[CH:10]3)=[C:6]2[N:5]=[C:4]([CH3:15])[C:3]=1[CH:16]([CH2:21][CH2:22][CH3:23])[C:17]([O:19][CH3:20])=[O:18].[CH3:24][C:25]1[CH:30]=[CH:29][C:28](B(O)O)=[CH:27][CH:26]=1.C(N(C(C)C)CC)(C)C.C(OCC)(=O)C>O.COCCOC>[CH3:15][C:4]1[C:3]([CH:16]([CH2:21][CH2:22][CH3:23])[C:17]([O:19][CH3:20])=[O:18])=[C:2]([C:28]2[CH:29]=[CH:30][C:25]([CH3:24])=[CH:26][CH:27]=2)[N:7]2[N:8]=[C:9]3[C:14]([CH:13]=[CH:12][CH:11]=[CH:10]3)=[C:6]2[N:5]=1 |f:4.5|. Procedure details: To a sonicated solution of methyl 2-(4-chloro-2-methylpyrimido[1,2-b]indazol-3-yl)pentanoate (0.252 g; 0.74 mmol) and 4-methylphenylboronic acid (0.201 mg; 1.48 mmol) in a mixture of water/DME (⅓, 3 mL) were added palladiumtetrakistriphenylphosphine (0.128 mg; 0.11 mmol) and diisopropylethylamine (0.368 mL; 2.22 mmol). The solution was stirred for 20 min at 140° C. under microwave irradiation. Ethyl acetate was added to the reaction mixture and the solution was washed with a 1N hydrochloric acid... Starting materials: C1(O)=CC=C(O)C=C1 (Hydroquinone), CCCCCCC (n-heptane), C(C)C(C(=O)[O-])CCCC.[K+] (potassium 2-ethylhexanoate), S(O)(O)(=O)=O (sulfuric acid). Solvent: C(C)(=O)OCC (ethyl acetate). Conditions: temperature 12.5 celsius, time 12.5 minute. Product: [K+].OC1=C(C=C(C=C1)O)S(=O)(=O)[O-] (2,5-dihydroxybenzenesulfonic acid potassium salt). Isolated yield 96.6%. As a reaction SMILES: [C:1]1([CH:8]=[CH:7][C:5]([OH:6])=[CH:4][CH:3]=1)[OH:2].CCCCCCC.[S:16](=O)(=[O:19])([OH:18])[OH:17].C(C(CCCC)C([O-])=O)C.[K+:31]>C(OCC)(=O)C>[K+:31].[OH:2][C:1]1[CH:8]=[CH:7][C:5]([OH:6])=[CH:4][C:3]=1[S:16]([O-:19])(=[O:18])=[O:17] |f:3.4,6.7|. Procedure details: Hydroquinone (20 g, 0.1816 mol) and n-heptane (60 mL) was taken in a round bottom flask, after cooling the flask to about 10-15° C., sulfuric acid (36 N, 17.8 g) was added dropwise at the same temperature and stirring continued further for about 10-15 min. The temperature was slowly raised to 50-60° C. then stirred for 3-8 h. The reaction mass was then cooled to 25-35° C., n-heptane was decanted and ethyl acetate (200 mL) added to dissolve the solid formed. A solution of potassium 2-ethylhexanoa...